Dataset: the Open Reaction Database (ORD), a public repository of structured organic reaction records. Task: describe an organic reaction: reactants, conditions, products, and yield Reactants: COCC1=C2C[C@H]3N(C[C@@H](C[C@@H]3C=3C=CC=C(N1)C32)CC#N)CCC ((2-methoxymethyl-6-n-propyl-8beta-ergolinyl)-acetonitrile). The solvent is C(Cl)(Cl)Cl (chloroform). Yields the product CC1=C2C[C@H]3N(C[C@@H](C[C@@H]3C=3C=CC=C(N1)C32)CC#N)CCC ((2-methyl-6-n-propyl-8beta-ergolinyl)-acetonitrile). RXN SMILES: CO[CH2:3][C:4]1[NH:18][C:17]2[C:19]3[C:5]=1[CH2:6][C@@H:7]1[C@@H:12]([C:13]=3[CH:14]=[CH:15][CH:16]=2)[CH2:11][C@@H:10]([CH2:20][C:21]#[N:22])[CH2:9][N:8]1[CH2:23][CH2:24][CH3:25]>C(Cl)(Cl)Cl>[CH3:3][C:4]1[NH:18][C:17]2[C:19]3[C:5]=1[CH2:6][C@@H:7]1[C@@H:12]([C:13]=3[CH:14]=[CH:15][CH:16]=2)[CH2:11][C@@H:10]([CH2:20][C:21]#[N:22])[CH2:9][N:8]1[CH2:23][CH2:24][CH3:25]. Procedure: (2-methoxymethyl-6-n-propyl-8beta-ergolinyl)-acetonitrile, yield 91%, [α]D =-91° (0.5% in chloroform). The reactants are C=1C=CC(=CC1)C=2N=C(N=C(N2)N)N (benzoguanamine), C(C1=CN=CC=C1)(=O)O (nicotinic acid), CS(=O)(=O)Cl (methanesulfonyl chloride). The solvent is N1=CC=CC=C1 (pyridine). Run at temperature 60 celsius, time 3 hour. Product: NC1=NC(=NC(=N1)NC(C1=CN=CC=C1)=O)C1=CC=CC=C1 (2-amino-4-nicotinamido-6-phenyl-s-triazine), C(C1=CN=CC=C1)(=O)NC1=NC(=NC(=N1)NC(C1=CN=CC=C1)=O)C1=CC=CC=C1 (2,4-bis(nicotinamido)-6-phenyl-s-triazine). Reaction SMILES: [CH:1]1[CH:2]=[CH:3][C:4]([C:7]2[N:8]=[C:9]([NH2:14])[N:10]=[C:11]([NH2:13])[N:12]=2)=[CH:5][CH:6]=1.[C:15]([OH:23])(=[O:22])[C:16]1[CH:21]=[CH:20][CH:19]=[N:18][CH:17]=1.CS(Cl)(=O)=O>N1C=CC=CC=1>[NH2:13][C:11]1[N:10]=[C:9]([NH:14][C:15](=[O:22])[C:16]2[CH:21]=[CH:20][CH:19]=[N:18][CH:17]=2)[N:8]=[C:7]([C:4]2[CH:3]=[CH:2][CH:1]=[CH:6][CH:5]=2)[N:12]=1.[C:15]([NH:13][C:11]1[N:10]=[C:9]([NH:14][C:15](=[O:23])[C:16]2[CH:21]=[CH:20][CH:19]=[N:18][CH:17]=2)[N:8]=[C:7]([C:4]2[CH:3]=[CH:2][CH:1]=[CH:6][CH:5]=2)[N:12]=1)(=[O:22])[C:16]1[CH:21]=[CH:20][CH:19]=[N:18][CH:17]=1. Procedure details: 1.9 g of benzoguanamine and 2.6 g of nicotinic acid are dissolved in 50 ml of pyridine, and the mixture is further mixed with 2.5 g of methanesulfonyl chloride and agitated at 60° C for 3 hours. Following processing as described in Example 4, there is obtained 0.11 g of 2-amino-4-nicotinamido-6-phenyl-s-triazine [mononicotinoylbenzoguanamine] and 1.05 g of 2,4-bis(nicotinamido)-6-phenyl-s-triazine (dinicotinoylbenzoguanamine).